describe an organic reaction: reactants, conditions, products, and yield From a dataset of the Open Reaction Database (ORD), a public repository of structured organic reaction records. Starting materials: C1(=CC=CC=C1)O (phenol), C(O[C@](CI)(C([C@H](CC1=CC=CC=C1)NC([C@H](COC)NC([C@H](COC)NC(=O)C1=CN=C(S1)C)=O)=O)=O)C)(=O)Cl ((2S,4S)-1-iodo-4-((S)-3-methoxy-2-((S)-3-methoxy-2-(2-methylthiazole-5-carboxamido)propanamido)propanamido)-2-methyl-3-oxo-5-phenylpentan-2-yl carbonochloridate). Yields the product C(O[C@](CI)(C([C@H](CC1=CC=CC=C1)NC([C@H](COC)NC([C@H](COC)NC(=O)C1=CN=C(S1)C)=O)=O)=O)C)(OC1=CC=CC=C1)=O ((2S,4S)-1-Iodo-4-((S)-3-methoxy-2-((S)-3-methoxy-2-(2-methylthiazole-5-carboxamido)propanamido)propanamido)-2-methyl-3-oxo-5-phenylpentan-2-yl phenyl carbonate). RXN SMILES: [C:1]1([OH:7])[CH:6]=[CH:5][CH:4]=[CH:3][CH:2]=1.[C:8](Cl)(=[O:47])[O:9][C@@:10]([CH3:46])([C:13](=[O:45])[C@@H:14]([NH:22][C:23](=[O:44])[C@@H:24]([NH:28][C:29](=[O:43])[C@@H:30]([NH:34][C:35]([C:37]1[S:41][C:40]([CH3:42])=[N:39][CH:38]=1)=[O:36])[CH2:31][O:32][CH3:33])[CH2:25][O:26][CH3:27])[CH2:15][C:16]1[CH:21]=[CH:20][CH:19]=[CH:18][CH:17]=1)[CH2:11][I:12]>>[C:8](=[O:47])([O:7][C:1]1[CH:6]=[CH:5][CH:4]=[CH:3][CH:2]=1)[O:9][C@@:10]([CH3:46])([C:13](=[O:45])[C@@H:14]([NH:22][C:23](=[O:44])[C@@H:24]([NH:28][C:29](=[O:43])[C@@H:30]([NH:34][C:35]([C:37]1[S:41][C:40]([CH3:42])=[N:39][CH:38]=1)=[O:36])[CH2:31][O:32][CH3:33])[CH2:25][O:26][CH3:27])[CH2:15][C:16]1[CH:21]=[CH:20][CH:19]=[CH:18][CH:17]=1)[CH2:11][I:12]. Procedure: Prepared according to procedures described above, using phenol with the intermediate (2S,4S)-1-iodo-4-((S)-3-methoxy-2-((S)-3-methoxy-2-(2-methylthiazole-5-carboxamido)propanamido)propanamido)-2-methyl-3-oxo-5-phenylpentan-2-yl carbonochloridate. 1H NMR (CDCl3): δ 8.02 (s, 1H), 7.40 (t, J=8 Hz, 2H), 7.29-7.10 (m, 10H), 6.98 (d, J=7.2 Hz, 1H), 6.82 (d, J=6 Hz, 1H), 5.51-5.45 (m, 1H), 4.67-4.62 (m, 1H), 4.45-4.41 (m, 1H), 3.83-3.78 (m, 2H), 3.70-3.64 (m, 2H), 3.50 (t, J=4.8 Hz, 1H), 3.45 (s, 3H), ... Reactants: C1(=CC=CC=C1)P(C1=CC=CC=C1)C1=CC=CC=C1 (triphenylphosphine), BrN1C(CCC1=O)=O (N-bromosuccinimide), C1=C(C=CC2=CC=CC=C12)CCCO (3-(2-naphthyl)-1-propanol). Solvent: C(Cl)Cl (methylene chloride). Conditions: time 21 hour. The product is BrCCCC1=CC2=CC=CC=C2C=C1 (2-(3-bromopropyl)naphthalene). The yield is 85.5%. RXN SMILES: [CH:1]1[C:10]2[C:5](=[CH:6][CH:7]=[CH:8][CH:9]=2)[CH:4]=[CH:3][C:2]=1[CH2:11][CH2:12][CH2:13]O.C1(P(C2C=CC=CC=2)C2C=CC=CC=2)C=CC=CC=1.[Br:34]N1C(=O)CCC1=O>C(Cl)Cl>[Br:34][CH2:13][CH2:12][CH2:11][C:2]1[CH:3]=[CH:4][C:5]2[C:10](=[CH:9][CH:8]=[CH:7][CH:6]=2)[CH:1]=1. Procedure: Compound 59-1 (4.33 g) was dissolved in methylene chloride (50 ml), triphenylphosphine (6.69 g) and N-bromosuccinimide (4.54 g) were added under ice-cooling, and the mixture was stirred under ice-cooling for 2 hr, and further at room temperature for 21 hr. The reaction mixture was washed with water and saturated brine, and dried over anhydrous magnesium sulfate. The solvent was evaporated under reduced pressure. Diethyl ether (100 ml) was added, and the precipitated triphenylphosphine oxide was ... Starting materials: CCc1cc(NS(=O)(=O)c2ccc(C)cc2)c(C(=O)c2ccccc2)c(C)n1, [Na+], [Na+], O=C([O-])[O-], O=S(=O)(O)O. Yields the product CCc1cc(N)c(C(=O)c2ccccc2)c(C)n1. Reaction SMILES: [C:1]([c:2]1[cH:3][cH:4][cH:5][cH:6][cH:7]1)(=[O:8])[c:9]1[c:10]([CH3:28])[n:11][c:12]([CH2:26][CH3:27])[cH:13][c:14]1[NH:15][S:16]([c:17]1[cH:18][cH:19][c:20]([CH3:21])[cH:22][cH:23]1)(=[O:24])=[O:25].[Na+:29].[Na+:30].[O-:31][C:32](=[O:33])[O-:34].[S:35](=[O:36])(=[O:37])([OH:38])[OH:39]>>[C:1]([c:2]1[cH:3][cH:4][cH:5][cH:6][cH:7]1)(=[O:8])[c:9]1[c:10]([CH3:28])[n:11][c:12]([CH2:26][CH3:27])[cH:13][c:14]1[NH2:15]. Starting materials: COCCOC, Cc1nc(Cl)c(N)c(Cl)n1, [Na+], [Na+], O=C([O-])[O-], OB(O)c1ccccc1, c1ccc(P(c2ccccc2)(c2ccccc2)[Pd](P(c2ccccc2)(c2ccccc2)c2ccccc2)(P(c2ccccc2)(c2ccccc2)c2ccccc2)P(c2ccccc2)(c2ccccc2)c2ccccc2)cc1. Product: Cc1nc(Cl)c(N)c(-c2ccccc2)n1. RXN SMILES: [CH3:26][O:27][CH2:28][CH2:29][O:30][CH3:31].[Cl:1][c:2]1[n:3][c:4]([CH3:10])[n:5][c:6]([Cl:9])[c:7]1[NH2:8].[Na+:20].[Na+:21].[O-:22][C:23](=[O:24])[O-:25].[OH:11][B:12]([OH:13])[c:14]1[cH:15][cH:16][cH:17][cH:18][cH:19]1.[cH:32]1[cH:33][cH:34][c:35]([P:36]([Pd:37]([P:38]([c:39]2[cH:40][cH:41][cH:42][cH:43][cH:44]2)([c:45]2[cH:46][cH:47][cH:48][cH:49][cH:50]2)[c:51]2[cH:52][cH:53][cH:54][cH:55][cH:56]2)([P:57]([c:58]2[cH:59][cH:60][cH:61][cH:62][cH:63]2)([c:64]2[cH:65][cH:66][cH:67][cH:68][cH:69]2)[c:70]2[cH:71][cH:72][cH:73][cH:74][cH:75]2)[P:76]([c:77]2[cH:78][cH:79][cH:80][cH:81][cH:82]2)([c:83]2[cH:84][cH:85][cH:86][cH:87][cH:88]2)[c:89]2[cH:90][cH:91][cH:92][cH:93][cH:94]2)([c:95]2[cH:96][cH:97][cH:98][cH:99][cH:100]2)[c:101]2[cH:102][cH:103][cH:104][cH:105][cH:106]2)[cH:107][cH:108]1>>[c:2]1(-[c:14]2[cH:15][cH:16][cH:17][cH:18][cH:19]2)[n:3][c:4]([CH3:10])[n:5][c:6]([Cl:9])[c:7]1[NH2:8].